The task is: describe an organic reaction: reactants, conditions, products, and yield. This data is from the Open Reaction Database (ORD), a public repository of structured organic reaction records. Reactants: C1=CC=CC=2C3=CC=CC=C3C(C12)COC(NC1CCC(CC1)C1(OCCO1)C)=O (9H-fluoren-9-ylmethyl[4-(2-methyl-[1,3]dioxolan-2-yl)cyclohexyl]carbamate), C1(=CC=C(C=C1)S(=O)(=O)O)C (p-toluenesulfonic acid), CC(=O)C (acetone). The solvent is O (water). Yields the product C(C)(=O)C1CCC(CC1)NC(OCC1C2=CC=CC=C2C=2C=CC=CC12)=O (9H-fluoren-9-ylmethyl (4-acetylcyclohexyl)carbamate). RXN SMILES: [CH:1]1[C:13]2[CH:12]([CH2:14][O:15][C:16](=[O:30])[NH:17][CH:18]3[CH2:23][CH2:22][CH:21]([C:24]4([CH3:29])OCC[O:25]4)[CH2:20][CH2:19]3)[C:11]3[C:6](=[CH:7][CH:8]=[CH:9][CH:10]=3)[C:5]=2[CH:4]=[CH:3][CH:2]=1.C1(C)C=CC(S(O)(=O)=O)=CC=1.CC(C)=O>O>[C:24]([CH:21]1[CH2:20][CH2:19][CH:18]([NH:17][C:16](=[O:30])[O:15][CH2:14][CH:12]2[C:13]3[CH:1]=[CH:2][CH:3]=[CH:4][C:5]=3[C:6]3[C:11]2=[CH:10][CH:9]=[CH:8][CH:7]=3)[CH2:23][CH2:22]1)(=[O:25])[CH3:29]. Reported procedure: 13.10 g (32 mmol) of 9H-fluoren-9-ylmethyl[4-(2-methyl-[1,3]dioxolan-2-yl)cyclohexyl]carbamate (cis/trans mixture) and 1.30 g of p-toluenesulfonic acid are refluxed in 25 mL of water and 500 mL of acetone for 16 hours with stirring. Then the reaction mixture is concentrated by evaporation and the residue is dissolved in ethyl acetate and extracted with water. The organic phase is dried and evaporated to dryness. The residue is extracted with diisopropylether and suction filtered. Yield: 7.77 g (... The reactants are CO, Cl, COC(=O)C(c1ccc(F)cc1)N1CCCC(=Cc2ccc(-n3cnc(C)c3)c(OC)c2)C1=O, [Na+], [OH-]. Product: COc1cc(C=C2CCCN(C(C(=O)O)c3ccc(F)cc3)C2=O)ccc1-n1cnc(C)c1. Reaction SMILES: [CH3:38][OH:39].[ClH:37].[F:3][c:4]1[cH:5][cH:6][c:7]([CH:10]([C:11](=[O:12])[O:13][CH3:14])[N:15]2[C:16](=[O:36])[C:17](=[CH:21][c:22]3[cH:23][c:24]([O:34][CH3:35])[c:25](-[n:28]4[cH:29][n:30][c:31]([CH3:33])[cH:32]4)[cH:26][cH:27]3)[CH2:18][CH2:19][CH2:20]2)[cH:8][cH:9]1.[Na+:2].[OH-:1]>>[F:3][c:4]1[cH:5][cH:6][c:7]([CH:10]([C:11](=[O:12])[OH:13])[N:15]2[C:16](=[O:36])[C:17](=[CH:21][c:22]3[cH:23][c:24]([O:34][CH3:35])[c:25](-[n:28]4[cH:29][n:30][c:31]([CH3:33])[cH:32]4)[cH:26][cH:27]3)[CH2:18][CH2:19][CH2:20]2)[cH:8][cH:9]1.